This data is from the Open Reaction Database (ORD), a public repository of structured organic reaction records. The task is: describe an organic reaction: reactants, conditions, products, and yield Starting materials: diphenoxide, C=1(C(=CC=CC1)C)C (xylene), Cl.C(C)N(CCCl)CC (2-diethylaminoethyl chloride hydrochloride), dipotassium, OC1=CC=2C(C3=CC=C(C=C3C(C2C=C1)=O)O)=O (2,6-dihydroxyanthraquinone). Solvent: O (water). The product is Cl.Cl.C(C)N(CCOC1=CC=2C(C3=CC=C(C=C3C(C2C=C1)=O)OCCN(CC)CC)=O)CC (2,6-BIS[2-(DIETHYLAMINO)ETHOXY]ANTHRAQUINONE DIHYDROCHLORIDE). Reaction SMILES: [OH:1][C:2]1[CH:15]=[CH:14][C:13]2[C:12](=[O:16])[C:11]3[C:6](=[CH:7][CH:8]=[C:9]([OH:17])[CH:10]=3)[C:5](=[O:18])[C:4]=2[CH:3]=1.[C:19]1([CH3:26])C(C)=CC=CC=1.[ClH:27].[CH2:28]([N:30]([CH2:34][CH3:35])[CH2:31][CH2:32][Cl:33])[CH3:29]>O>[ClH:33].[ClH:27].[CH2:28]([N:30]([CH2:19][CH3:26])[CH2:31][CH2:32][O:1][C:2]1[CH:15]=[CH:14][C:13]2[C:12](=[O:16])[C:11]3[C:6](=[CH:7][CH:8]=[C:9]([O:17][CH2:29][CH2:28][N:30]([CH2:34][CH3:35])[CH2:31][CH3:32])[CH:10]=3)[C:5](=[O:18])[C:4]=2[CH:3]=1)[CH3:29] |f:2.3,5.6.7|. Procedure details: A stirred suspension of 30 g. of the powdered diphenoxide, containing about 24 g. (0.075 mole) of the dipotassium salt of 2,6-dihydroxyanthraquinone, in 200 ml. of xylene was heated to reflux and a small amount of water collected in the Dean-Stark distilling receiver. A solution of 2-diethylaminoethyl chloride in 100 ml. of xylene, prepared as in Example 1 from 50 g. (0.29 mole) of 2-diethylaminoethyl chloride hydrochloride, was then added and the resulting mixture heated to reflux for about 24 ... RXN SMILES: [C:15](=[O:16])([O-:17])[O-:18].[CH3:38][S:39]([CH3:40])=[O:41].[Cl:21][c:22]1[n:23][cH:24][n:25][c:26]2[cH:27][c:28]([O:34][CH3:35])[c:29]([O:32][CH3:33])[cH:30][c:31]12.[ClH:36].[Cs+:19].[Cs+:20].[OH2:37].[OH:1][c:2]1[cH:3][c:4]2[cH:5][cH:6][cH:7][c:8]([C:12](=[O:13])[OH:14])[c:9]2[cH:10][cH:11]1>>[O:1]([c:2]1[cH:3][c:4]2[cH:5][cH:6][cH:7][c:8]([C:12](=[O:13])[OH:14])[c:9]2[cH:10][cH:11]1)[c:22]1[n:23][cH:24][n:25][c:26]2[cH:27][c:28]([O:34][CH3:35])[c:29]([O:32][CH3:33])[cH:30][c:31]12. The product is COc1cc2ncnc(Oc3ccc4c(C(=O)O)cccc4c3)c2cc1OC. Reactants: O=C([O-])[O-], CS(C)=O, COc1cc2ncnc(Cl)c2cc1OC, Cl, [Cs+], [Cs+], O, O=C(O)c1cccc2cc(O)ccc12. Reactants: NC1=NC(=CC(=N1)N1CCC2(C[C@H](NC2)C(=O)O)CC1)O[C@@H](C(F)(F)F)C1=C(C=C(C=C1)Cl)N1N=C(C=C1)C ((S)-8-(2-amino-6-((R)-1-(4-chloro-2-(3-methyl-1H-pyrazol-1-yl)phenyl)-2,2,2-trifluoroethoxy)pyrimidin-4-yl)-2,8-diazaspiro[4.5]decane-3-carboxylic acid), BrC1=C(C=C(C=C1)Br)C(C(F)(F)F)O (1-(2,5-dibromophenyl)-2,2,2-trifluoroethanol). Product: NC1=NC(=CC(=N1)N1CCC2(C[C@H](NC2)C(=O)O)CC1)O[C@@H](C(F)(F)F)C1=C(C=CC(=C1)Br)Br ((S)-8-(2-Amino-6-((R)-1-(2,5-dibromophenyl)-2,2,2-trifluoroethoxy)pyrimidin-4-yl)-2,8-diazaspiro[4.5]decane-3-carboxylic acid). As a reaction SMILES: [NH2:1][C:2]1[N:7]=[C:6]([N:8]2[CH2:20][CH2:19][C:11]3([CH2:15][NH:14][C@H:13]([C:16]([OH:18])=[O:17])[CH2:12]3)[CH2:10][CH2:9]2)[CH:5]=[C:4](O[C@H](C2C=CC(Cl)=CC=2N2C=CC(C)=N2)C(F)(F)F)[N:3]=1.[Br:40][C:41]1[CH:46]=[CH:45][C:44]([Br:47])=[CH:43][C:42]=1[CH:48]([OH:53])[C:49]([F:52])([F:51])[F:50]>>[NH2:1][C:2]1[N:7]=[C:6]([N:8]2[CH2:20][CH2:19][C:11]3([CH2:15][NH:14][C@H:13]([C:16]([OH:18])=[O:17])[CH2:12]3)[CH2:10][CH2:9]2)[CH:5]=[C:4]([O:53][C@H:48]([C:42]2[CH:43]=[C:44]([Br:47])[CH:45]=[CH:46][C:41]=2[Br:40])[C:49]([F:50])([F:51])[F:52])[N:3]=1. Reported procedure: The title compound was prepared as described for (S)-8-(2-amino-6-((R)-1-(4-chloro-2-(3-methyl-1H-pyrazol-1-yl)phenyl)-2,2,2-trifluoroethoxy)pyrimidin-4-yl)-2,8-diazaspiro[4.5]decane-3-carboxylic acid (Example 10d) starting with 1-(2,5-dibromophenyl)-2,2,2-trifluoroethanol. Reactants: O (H2O), C(=O)(C(F)(F)F)O (TFA), FC1=C(CP(OCC)(OCC)=O)C=C(C=C1)F (diethyl 2,5-difluorobenzylphosphonate), BrCC1=NC=CC(=N1)Cl (2-(bromomethyl)-4-chloropyrimidine). Run in CC#N (CH3CN). Yields the product C(C)OP(OCC)(=O)CC1=NC=CC(=N1)Cl (Diethyl(4-chloropyrimidin-2-yl)methylphosphonate). Procedure: Prepared according to the same procedure as diethyl 2,5-difluorobenzylphosphonate, starting with 2-(bromomethyl)-4-chloropyrimidine. Analytical HPLC method: Phenomenex LUNA C18, 50×2 3μ, A=90% H2O/10% CH3CN, B=90% CH3CN/10% H2O, Modifier 0.1% TFA, 0.00 min=0% B, 4.0 min=100% B, 5.0 min=100% B, Flow rate=0.8 mL/min. Mass spec.: 265.1 (MH)+. RXN SMILES: FC1C=CC(F)=C[C:3]=1[CH2:4][P:5](=[O:12])([O:9][CH2:10][CH3:11])[O:6][CH2:7][CH3:8].BrCC1[N:25]=[C:24]([Cl:26])[CH:23]=[CH:22][N:21]=1.O.C(O)(C(F)(F)F)=O>CC#N>[CH2:10]([O:9][P:5]([CH2:4][C:3]1[N:25]=[C:24]([Cl:26])[CH:23]=[CH:22][N:21]=1)(=[O:12])[O:6][CH2:7][CH3:8])[CH3:11]. Reactants: [N+](=O)([O-])C1=CC=C(C=C1)O (4-nitrophenol), C([O-])([O-])=O.[K+].[K+] (potassium carbonate), BrCCC=C (4-bromo-1-butene). Run in C(C)#N (acetonitrile). Yields the product C(CC=C)OC1=CC=C(C=C1)[N+](=O)[O-] (4-(3-butenyloxy)nitrobenzene). Reaction SMILES: [N+:1]([C:4]1[CH:9]=[CH:8][C:7]([OH:10])=[CH:6][CH:5]=1)([O-:3])=[O:2].C(=O)([O-])[O-].[K+].[K+].Br[CH2:18][CH2:19][CH:20]=[CH2:21]>C(#N)C>[CH2:21]([O:10][C:7]1[CH:8]=[CH:9][C:4]([N+:1]([O-:3])=[O:2])=[CH:5][CH:6]=1)[CH2:20][CH:19]=[CH2:18] |f:1.2.3|. Procedure details: To an acetonitrile (20 mL) solution of 4-nitrophenol (0.423 g; 3.04 mmol) and potassium carbonate (1.11 g; 8.02 mmol), 4-bromo-1-butene (0.827 g; 6.13 mmol) was added, and the mixture was refluxed and then reacted for 17 hours. After completion of the reaction, the solution was filtrated by Celite, and then the filtrate was concentrated under a reduced pressure. The residue was purified by flash column chromatography using methylene chloride, and then the effluent was concentrated to obtain 4-(3... Starting materials: NC1=NC=2C=CC3=C(C2C(N1)=O)C=CC=C3NC3=CC=C(C(=O)N[C@@H](CCC(=O)OCC)C(=O)OCC)C=C3 (diethyl N-(4-((3-amino-1,2-dihydro-1-oxobenzo[f]-quinazolin-7-yl)amino)benzoyl)-L-glutamate), Cl (hydrochloric acid). Run in C(C)O (ethanol), [OH-].[Na+] (NaOH). Reaction conditions: time 15 minute. The product is NC1=NC=2C=CC3=C(C2C(N1)=O)C=CC=C3NC3=CC=C(C(=O)N[C@@H](CCC(=O)O)C(=O)O)C=C3 (N-(4-((3-amino-1,2-dihydro-1-oxobenzo[f]-quinazolin-7-yl)amino)benzoyl)-L-glutamic acid). Yield: 101.4%. As a reaction SMILES: [NH2:1][C:2]1[NH:11][C:10](=[O:12])[C:9]2[C:8]3[CH:13]=[CH:14][CH:15]=[C:16]([NH:17][C:18]4[CH:39]=[CH:38][C:21]([C:22]([NH:24][C@H:25]([C:33]([O:35]CC)=[O:34])[CH2:26][CH2:27][C:28]([O:30]CC)=[O:29])=[O:23])=[CH:20][CH:19]=4)[C:7]=3[CH:6]=[CH:5][C:4]=2[N:3]=1.Cl>C(O)C.[OH-].[Na+]>[NH2:1][C:2]1[NH:11][C:10](=[O:12])[C:9]2[C:8]3[CH:13]=[CH:14][CH:15]=[C:16]([NH:17][C:18]4[CH:19]=[CH:20][C:21]([C:22]([NH:24][C@H:25]([C:33]([OH:35])=[O:34])[CH2:26][CH2:27][C:28]([OH:30])=[O:29])=[O:23])=[CH:38][CH:39]=4)[C:7]=3[CH:6]=[CH:5][C:4]=2[N:3]=1 |f:3.4|. Reported procedure: A solution of diethyl N-(4-((3-amino-1,2-dihydro-1-oxobenzo[f]-quinazolin-7-yl)amino)benzoyl)-L-glutamate (31 mg, 0.056 mmol) in ethanol (1 ml) and 0.25N NaOH (4 ml) was stirred under nitrogen at room temperature for 3 hours. The solution was then acidified to pH 3 with 1N hydrochloric acid and the resulting suspension allowed to stir for 15 minutes. The solid was filtered, washed with water, and dried under high vacuum to give N-(4-((3-amino-1,2-dihydro-1-oxobenzo[f]-quinazolin-7-yl)amino)benzo... The reactants are CC(C1=CC=C(C=C1)CCCCCCCCC)=NC1=CC=CC=C1 (N-(alpha-methyl-p-nonyl benzylidene) aniline). The reagents and catalysts are [Pd] (Pd/C). Solvent: C(C)O (ethanol). Product: CC(C1=CC=C(C=C1)CCCCCCCCC)NC1=CC=CC=C1 (N-(alpha-methyl-p-nonyl benzyl) aniline). Reaction SMILES: [CH3:1][C:2](=[N:18][C:19]1[CH:24]=[CH:23][CH:22]=[CH:21][CH:20]=1)[C:3]1[CH:8]=[CH:7][C:6]([CH2:9][CH2:10][CH2:11][CH2:12][CH2:13][CH2:14][CH2:15][CH2:16][CH3:17])=[CH:5][CH:4]=1>[Pd].C(O)C>[CH3:1][CH:2]([NH:18][C:19]1[CH:20]=[CH:21][CH:22]=[CH:23][CH:24]=1)[C:3]1[CH:8]=[CH:7][C:6]([CH2:9][CH2:10][CH2:11][CH2:12][CH2:13][CH2:14][CH2:15][CH2:16][CH3:17])=[CH:5][CH:4]=1. Reported procedure: N-alpha-methyl-p-nonyl benzylidene) aniline (XXX) (40 g) prepared by the procedure described in Example XVI A was hydrogenated using 5% Pd/C as the catalyst and 95% ethanol as the solvent. N-(alpha-methyl-p-nonyl benzyl) aniline (XXXI) was obtained by fractional distillation. XXXI had a boiling point of 183° C. at 0.15 millimeter. Reactants: CC(=O)[O-], CCCn1nc2c(N(C(=O)OC(C)(C)C)C(=O)OC(C)(C)C)nc3ccccc3c2c1CCCCCl, [I-], [K+], [Na+], CN(C)C=O. Product: CCCn1nc2c(N(C(=O)OC(C)(C)C)C(=O)OC(C)(C)C)nc3ccccc3c2c1CCCCOC(C)=O. As a reaction SMILES: [CH3:2][C:3]([O-:4])=[O:5].[Cl:8][CH2:9][CH2:10][CH2:11][CH2:12][c:13]1[n:14]([CH2:41][CH2:42][CH3:43])[n:15][c:16]2[c:17]([N:26]([C:27](=[O:28])[O:29][C:30]([CH3:31])([CH3:32])[CH3:33])[C:34](=[O:35])[O:36][C:37]([CH3:38])([CH3:39])[CH3:40])[n:18][c:19]3[cH:20][cH:21][cH:22][cH:23][c:24]3[c:25]12.[I-:7].[K+:1].[Na+:6].[O:44]=[CH:45][N:46]([CH3:47])[CH3:48]>>[CH3:2][C:3]([O:4][CH2:9][CH2:10][CH2:11][CH2:12][c:13]1[n:14]([CH2:41][CH2:42][CH3:43])[n:15][c:16]2[c:17]([N:26]([C:27](=[O:28])[O:29][C:30]([CH3:31])([CH3:32])[CH3:33])[C:34](=[O:35])[O:36][C:37]([CH3:38])([CH3:39])[CH3:40])[n:18][c:19]3[cH:20][cH:21][cH:22][cH:23][c:24]3[c:25]12)=[O:5]. The product is ClC1=CC(=C(NC2=NC=NC3=CC(=C(C=C23)OC)OCCCS(=O)C)C=C1)F (4-(4-chloro-2-fluoroanilino)-6-methoxy-7-(3-methylsulphinylpropoxy)quinazoline). Reactants: ClC1=CC(=C(NC2=NC=NC3=CC(=C(C=C23)OC)OCCCSC)C=C1)F (4-(4-chloro-2-fluoroanilino)-6-methoxy-7-(3-methylthiopropoxy)quinazoline), OOS(=O)[O-].[K+] (OXONE). Isolated yield 29.5%. Reported procedure: Using a method analogous to that in Example 25, 4-(4-chloro-2-fluoroanilino)-6-methoxy-7-(3-methylthiopropoxy)quinazoline (250 mg, 0.6 mmol), (prepared as described in Example 21), was treated with OXONE, (trade mark of E.I. du Pont de Nemours & Co., Inc), (84 mg) and the product was pied and isolated to give 4-(4-chloro-2-fluoroanilino)-6-methoxy-7-(3-methylsulphinylpropoxy)quinazoline (75 mg, 29%). As a reaction SMILES: [Cl:1][C:2]1[CH:26]=[CH:25][C:5]([NH:6][C:7]2[C:16]3[C:11](=[CH:12][C:13]([O:19][CH2:20][CH2:21][CH2:22][S:23][CH3:24])=[C:14]([O:17][CH3:18])[CH:15]=3)[N:10]=[CH:9][N:8]=2)=[C:4]([F:27])[CH:3]=1.[OH:28]OS([O-])=O.[K+]>>[Cl:1][C:2]1[CH:26]=[CH:25][C:5]([NH:6][C:7]2[C:16]3[C:11](=[CH:12][C:13]([O:19][CH2:20][CH2:21][CH2:22][S:23]([CH3:24])=[O:28])=[C:14]([O:17][CH3:18])[CH:15]=3)[N:10]=[CH:9][N:8]=2)=[C:4]([F:27])[CH:3]=1 |f:1.2|. Starting materials: ( 10-12 ), [OH-].[Na+] (NaOH), N1CCOCC1 (morpholine), N1C(=CC=C1)C(CC)=O (1-(1H-pyrrol-2-yl)-propan-1-one), C=O (formaldehyde). The solvent is C(C)(=O)O (acetic acid), O (water). Conditions: time 8 hour. Yields the product N1(CCOCC1)CC=1C=C(NC1)C(CC)=O (1-(4-Morpholin-4-ylmethyl-1H-pyrrol-2-yl)-propan-1-one). RXN SMILES: [NH:1]1[CH2:6][CH2:5][O:4][CH2:3][CH2:2]1.[NH:7]1[CH:11]=[CH:10][CH:9]=[C:8]1[C:12](=[O:15])[CH2:13][CH3:14].[CH2:16]=O.[OH-].[Na+]>C(O)(=O)C.O>[N:1]1([CH2:16][C:10]2[CH:9]=[C:8]([C:12](=[O:15])[CH2:13][CH3:14])[NH:7][CH:11]=2)[CH2:6][CH2:5][O:4][CH2:3][CH2:2]1 |f:3.4|. Procedure details: To a solution of morpholine (89.3 mmoles) in acetic acid (50 ml) at 0° C. there are added 1-(1H-pyrrol-2-yl)-propan-1-one (81.2 mmoles) and formaldehyde (89.3 mmoles) 37% in water. The reaction mixture is stirred overnight at ambient temperature. After concentration of the mixture, the solution is brought to alkaline pH (10-12) using 20% aqueous NaOH solution at 0° C. and is then extracted with DCM. The organic phase is washed with water and with saturated aqueous NaCl solution, dried over sodiu...